Dataset: the Open Reaction Database (ORD), a public repository of structured organic reaction records. Task: describe an organic reaction: reactants, conditions, products, and yield The reactants are Clc1ccc2c(c1)C1(CCN(Cc3ccccc3)CC1)OC2, O=C(Cl)OCCCl, ClCCl. The product is Clc1ccc2c(c1)C1(CCNCC1)OC2. As a reaction SMILES: [CH2:1]([c:2]1[cH:3][cH:4][cH:5][cH:6][cH:7]1)[N:8]1[CH2:9][CH2:10][C:11]2([O:12][CH2:13][c:14]3[c:15]2[cH:16][c:17]([Cl:20])[cH:18][cH:19]3)[CH2:21][CH2:22]1.[Cl:23][C:24]([O:25][CH2:26][CH2:27][Cl:28])=[O:29].[Cl:30][CH2:31][Cl:32]>>[NH:8]1[CH2:9][CH2:10][C:11]2([O:12][CH2:13][c:14]3[c:15]2[cH:16][c:17]([Cl:20])[cH:18][cH:19]3)[CH2:21][CH2:22]1. Starting materials: OC1=C(C=C(C=O)C=C1)CC=C(C)C (4-hydroxy-3-(3-methyl-2-butenyl)benzaldehyde), C(C)(C)N(C(C)C)CC (N,N-diisopropylethylamine), ice water, COCCl (chloromethyl methyl ether). The solvent is O1CCCC1 (tetrahydrofuran). Run at time 1 hour. Yields the product COCOC1=C(C=C(C=O)C=C1)CC=C(C)C (4-methoxymethoxy-3-(3-methyl-2-butenyl)benzaldehyde). The yield is 91.1%. RXN SMILES: [OH:1][C:2]1[CH:9]=[CH:8][C:5]([CH:6]=[O:7])=[CH:4][C:3]=1[CH2:10][CH:11]=[C:12]([CH3:14])[CH3:13].C(N(CC)C(C)C)(C)C.[CH3:24][O:25][CH2:26]Cl>O1CCCC1>[CH3:24][O:25][CH2:26][O:1][C:2]1[CH:9]=[CH:8][C:5]([CH:6]=[O:7])=[CH:4][C:3]=1[CH2:10][CH:11]=[C:12]([CH3:14])[CH3:13]. Reported procedure: Then, 7.0 g of the so-obtained 4-hydroxy-3-(3-methyl-2-butenyl)benzaldehyde was dissolved in770 ml of tetrahydrofuran, and 19.25 g of N,N-diisopropylethylamine was added to the solution and the mixture was stirred at room temperature for 1 hour. After the reaction, the reaction liquid was cooled to 0° C. and 7.0 ml of chloromethyl methyl ether was dropped into the reaction liquid, and the mixture was stirred at room temperature overnight. Then, the reaction liquid was poured into ice water, and ... The reactants are FC1=C(C=CC(=C1)I)NC([C@H]([C@@H](C)C1=CC=CC=C1)N1C(N[C@@H](C1=O)C1=CC=C(C=C1)OCCO)=O)=O ((2S,3S)—N-(2-Fluoro-4-iodo-phenyl)-2-{(R)-4-[4-(2-hydroxy-ethoxy)-phenyl]-2,5-dioxo-imidazolidin-1-yl}-3-phenyl-butyramide). The solvent is CO (methanol). Reaction conditions: time 4 day. Product: FC1=C(C=CC(=C1)I)NC([C@H]([C@@H](C)C1=CC=CC=C1)N1C(N[C@H](C1=O)C1=CC=C(C=C1)OCCO)=O)=O ((2S,3S)—N-(2-fluoro-4-iodo-phenyl)-2-{(S)-4-[4-(2-hydroxy-ethoxy)-phenyl]-2,5-dioxo-imidazolidin-1-yl}-3-phenyl-butyramide). The yield is 18.2%. RXN SMILES: [F:1][C:2]1[CH:7]=[C:6]([I:8])[CH:5]=[CH:4][C:3]=1[NH:9][C:10](=[O:37])[C@@H:11]([N:20]1[C:24](=[O:25])[C@@H:23]([C:26]2[CH:31]=[CH:30][C:29]([O:32][CH2:33][CH2:34][OH:35])=[CH:28][CH:27]=2)[NH:22][C:21]1=[O:36])[C@H:12]([C:14]1[CH:19]=[CH:18][CH:17]=[CH:16][CH:15]=1)[CH3:13]>CO>[F:1][C:2]1[CH:7]=[C:6]([I:8])[CH:5]=[CH:4][C:3]=1[NH:9][C:10](=[O:37])[C@@H:11]([N:20]1[C:24](=[O:25])[C@H:23]([C:26]2[CH:27]=[CH:28][C:29]([O:32][CH2:33][CH2:34][OH:35])=[CH:30][CH:31]=2)[NH:22][C:21]1=[O:36])[C@H:12]([C:14]1[CH:19]=[CH:18][CH:17]=[CH:16][CH:15]=1)[CH3:13]. Procedure details: A solution of (2S,3S)—N-(2-fluoro-4-iodo-phenyl)-2-{(R)-4-[4-(2-hydroxy-ethoxy)-phenyl]-2,5-dioxo-imidazolidin-1-yl}-3-phenyl-butyramide (prepared as described in example 48) (50 mg, 0.081 mmol) was dissolved in methanol (3 mL) and stirred at ambient temperature for 4 days. The resulting mixture of isomers was concentrated in vacuo and then purified by super-critical fluid chromatography using a Chiracel OJ column eluted with carbon dioxide at 100 bar and 30° C. modified with 35% v/v ethanol in ... Reactants: C1CCOC1, O=C(Cl)Cl, O=[N+]([O-])c1cccc(Cl)c1CCO. The product is O=C(Cl)OCCc1c(Cl)cccc1[N+](=O)[O-]. As a reaction SMILES: [CH2:18]1[O:19][CH2:20][CH2:21][CH2:22]1.[Cl:1][C:2]([Cl:3])=[O:4].[Cl:5][c:6]1[c:7]([CH2:15][CH2:16][OH:17])[c:8]([N+:12](=[O:13])[O-:14])[cH:9][cH:10][cH:11]1>>[C:2]([Cl:3])(=[O:4])[O:17][CH2:16][CH2:15][c:7]1[c:6]([Cl:5])[cH:11][cH:10][cH:9][c:8]1[N+:12](=[O:13])[O-:14]. The reactants are C(O)([O-])=O.[Na+] (sodium hydrogencarbonate), [H-].[Na+] (sodium hydride), OCC(CCC1(CCCCC1)CCN1CCC(CC1)N(C(=O)C=1OC=CC1)C1=NC=C(C=C1)C)CO (N-[1-[2-[1-(4-hydroxy-3-hydroxymethylbutyl)cyclohexyl]ethyl]piperidin-4-yl]-N-(5-methylpyridin-2-yl)-2-furancarboxamide), CI (methyl iodide). Solvent: CN(C=O)C (N,N-dimethylformamide). Conditions: time 40 minute. Yields the product COCC(CCC1(CCCCC1)CCN1CCC(CC1)N(C(=O)C=1OC=CC1)C1=NC=C(C=C1)C)COC (N-[1-[2-[1-(4-Methoxy-3-methoxymethylbutyl)cyclohexyl]ethyl]piperidin-4-yl]-N-(5-methylpyridin-2-yl)-2-furancarboxamide). As a reaction SMILES: [H-].[Na+].O[CH2:4][CH:5]([CH2:37][OH:38])[CH2:6][CH2:7][C:8]1([CH2:14][CH2:15][N:16]2[CH2:21][CH2:20][CH:19]([N:22]([C:30]3[CH:35]=[CH:34][C:33]([CH3:36])=[CH:32][N:31]=3)[C:23]([C:25]3[O:26][CH:27]=[CH:28][CH:29]=3)=[O:24])[CH2:18][CH2:17]2)[CH2:13][CH2:12][CH2:11][CH2:10][CH2:9]1.[CH3:39]I.[C:41](=[O:44])([O-])O.[Na+]>CN(C)C=O>[CH3:39][O:38][CH2:37][CH:5]([CH2:4][O:44][CH3:41])[CH2:6][CH2:7][C:8]1([CH2:14][CH2:15][N:16]2[CH2:21][CH2:20][CH:19]([N:22]([C:30]3[CH:35]=[CH:34][C:33]([CH3:36])=[CH:32][N:31]=3)[C:23]([C:25]3[O:26][CH:27]=[CH:28][CH:29]=3)=[O:24])[CH2:18][CH2:17]2)[CH2:9][CH2:10][CH2:11][CH2:12][CH2:13]1 |f:0.1,4.5|. Procedure: After adding sodium hydride (60% dispersion in mineral oil) (179 mg, 4.47 mmol) to a solution of N-[1-[2-[1-(4-hydroxy-3-hydroxymethylbutyl)cyclohexyl]ethyl]piperidin-4-yl]-N-(5-methylpyridin-2-yl)-2-furancarboxamide (1.00 g, 2.01 mmol) in N,N-dimethylformamide (3 mL) while cooling on ice, the mixture was stirred for 40 minutes. Next, methyl iodide (0.15 mL, 2.41 mmol) was added, stirring was continued for 1 hour, and saturated aqueous sodium hydrogencarbonate (10 mL) was added. Extraction was p... Reactants: CCO, CCOC(=O)C(C)(C)c1ccccc1Cl, [K+], [OH-], O. Yields the product CC(C)(C(=O)O)c1ccccc1Cl. As a reaction SMILES: [CH3:18][CH2:19][OH:20].[Cl:1][c:2]1[c:3]([C:8]([C:9](=[O:10])[O:11][CH2:12][CH3:13])([CH3:14])[CH3:15])[cH:4][cH:5][cH:6][cH:7]1.[K+:17].[OH-:16].[OH2:21]>>[Cl:1][c:2]1[c:3]([C:8]([C:9](=[O:10])[OH:11])([CH3:14])[CH3:15])[cH:4][cH:5][cH:6][cH:7]1. Procedure: 1.07 g of 5,5-dimethoxy-1,2,3,4-tetrachlorocyclopenta-1,3-diene, 0.34 g of sodium hydrogen carbonate, 0.50g of trans-1-(3-methylisoxazol-5-yl)-1-propene and 0.05 g of hydroquinone were mixed and heated with stirring at 180° C. for 7 hours. The reaction solution was cooled and ethyl acetate was added. Insoluble matter was removed by filtration. Then the solvent was concentrated under reduced pressure. The obtained crude product was purified on silica gel column chromatography (elution with benzen... Yield: 44.6%. Starting materials: COC1(C(=C(C(=C1Cl)Cl)Cl)Cl)OC (5,5-dimethoxy-1,2,3,4-tetrachlorocyclopenta-1,3-diene), C(O)([O-])=O.[Na+] (sodium hydrogen carbonate), CC1=NOC(=C1)\C=C\C (trans-1-(3-methylisoxazol-5-yl)-1-propene), C1(O)=CC=C(O)C=C1 (hydroquinone). The solvent is C(C)(=O)OCC (ethyl acetate). Conditions: temperature 180 celsius, time 7 hour. RXN SMILES: [CH3:1][O:2][C:3]1([O:12][CH3:13])[C:7]([Cl:8])=[C:6]([Cl:9])[C:5]([Cl:10])=[C:4]1[Cl:11].C(=O)([O-])O.[Na+].[CH3:19][C:20]1[CH:24]=[C:23](/[CH:25]=[CH:26]/[CH3:27])[O:22][N:21]=1.C1(C=CC(O)=CC=1)O>C(OCC)(=O)C>[CH3:27][CH:26]1[C:4]2([Cl:11])[C:3]([O:2][CH3:1])([O:12][CH3:13])[C:7]([Cl:8])([C:6]([Cl:9])=[C:5]2[Cl:10])[CH:25]1[C:23]1[O:22][N:21]=[C:20]([CH3:19])[CH:24]=1 |f:1.2|. Product: CC1C(C2(C(=C(C1(C2(OC)OC)Cl)Cl)Cl)Cl)C2=CC(=NO2)C (6-methyl-5-(3-methylisoxazol-5-yl)-7,7-dimethoxy-1,2,3,4-tetrachlorobicyclo[2.2.1]hept-2-ene).